Dataset: the Open Reaction Database (ORD), a public repository of structured organic reaction records. Task: describe an organic reaction: reactants, conditions, products, and yield Reactants: C1COCCO1, OB(O)C1CC1, CC1COCCN1c1nc(Cl)nc2c1nc(I)n2C, ClCCl, [K+], [K+], [K+], O=P([O-])([O-])[O-]. Product: CC1COCCN1c1nc(Cl)nc2c1nc(C1CC1)n2C. Reaction SMILES: [CH2:37]1[O:38][CH2:39][CH2:40][O:41][CH2:42]1.[CH:20]1([B:23]([OH:24])[OH:25])[CH2:21][CH2:22]1.[Cl:1][c:2]1[n:3][c:4]([N:13]2[CH:14]([CH3:19])[CH2:15][O:16][CH2:17][CH2:18]2)[c:5]2[n:6][c:7]([I:12])[n:8]([CH3:11])[c:9]2[n:10]1.[Cl:34][CH2:35][Cl:36].[K+:31].[K+:32].[K+:33].[P:26]([O-:27])([O-:28])([O-:29])=[O:30]>>[Cl:1][c:2]1[n:3][c:4]([N:13]2[CH:14]([CH3:19])[CH2:15][O:16][CH2:17][CH2:18]2)[c:5]2[n:6][c:7]([CH:20]3[CH2:21][CH2:22]3)[n:8]([CH3:11])[c:9]2[n:10]1. Starting materials: OCCNC(=S)NCCO (1,3-bis(2-hydroxyethyl)thiourea), O=CC(Cl)(Cl)Cl (chloral), viscous syrupy product. Conditions: temperature 80 celsius. The product is ClC(C(OCCNC(=S)NCCOC(C(Cl)(Cl)Cl)O)O)(Cl)Cl (1,3-Bis[2-(2,2,2-trichloro-1-hydroxyethoxy)ethyl]thiourea). RXN SMILES: [OH:1][CH2:2][CH2:3][NH:4][C:5]([NH:7][CH2:8][CH2:9][OH:10])=[S:6].[O:11]=[CH:12][C:13]([Cl:16])([Cl:15])[Cl:14]>>[Cl:14][C:13]([Cl:16])([Cl:15])[CH:12]([OH:11])[O:1][CH2:2][CH2:3][NH:4][C:5]([NH:7][CH2:8][CH2:9][O:10][CH:12]([OH:11])[C:13]([Cl:16])([Cl:15])[Cl:14])=[S:6]. Procedure details: To 98.4 g (0.6 mole) of 1,3-bis(2-hydroxyethyl)thiourea as 65° C. was slowly added 182 g (1.24 moles) of chloral while the temperature was maintained below 75° C. by means of external cooling. The reaction mixture was vigorously stirred and heated at 80° C. for 1 hour. On cooling 275 g of a viscous syrupy product was isolated. Starting materials: Cl (hydrochloric acid), Cl (hydrochloric acid), ice water, C(CC(=O)OCC)(=O)OCC (diethyl malonate), BrCCCCC1=CC=C(C=C1)CCCCBr (1,4-bis(4-bromobutyl)benzene), C(CC(=O)OCC)(=O)OCC (diethyl malonate), [Na] (sodium). Solvent: C(C)(=O)O (acetic acid), C(C)O (ethanol). Yields the product C(=O)(O)CCCCCC1=CC=C(C=C1)CCCCCC(=O)O (1,4-Bis(5-carboxypentyl)benzene). The yield is 68.9%. As a reaction SMILES: [Na].[C:2]([O:10]CC)(=[O:9])[CH2:3][C:4](OCC)=O.BrC[CH2:15][CH2:16][CH2:17][C:18]1[CH:23]=[CH:22][C:21]([CH2:24][CH2:25][CH2:26][CH2:27]Br)=[CH:20][CH:19]=1.Cl>C(O)C.C(O)(=O)C>[C:2]([CH2:3][CH2:27][CH2:26][CH2:25][CH2:24][C:21]1[CH:20]=[CH:19][C:18]([CH2:17][CH2:16][CH2:15][CH2:4][CH2:3][C:2]([OH:10])=[O:9])=[CH:23][CH:22]=1)([OH:10])=[O:9] |^1:0|. Reported procedure: First, 483 mg of metallic sodium was dissolved in 21 ml of absolute ethanol, and after adding dropwise 6.72 g of diethyl malonate under ice-cooling, the mixture was refluxed for 5 minutes. After cooling, a mixture of 3.48 g of 1,4-bis(4-bromobutyl)benzene and 1.12 g of diethyl malonate was added dropwise at a room temperature, and the mixture was refluxed for 50 minutes. To the resulting white suspension, after cooling, 21 ml of ice water was added. The mixture was adjusted to pH 7.0 with 1N hyd... Reactants: C(C(=O)C1=CC=CC=C1)C1C(C2=CC=CC=C2CC1)=O (2-phenacyl-1-tetralone), NC1=CC=C(C(C(=O)O)=C1)O (5-aminosalicylic acid), yellow crystals. The solvent is C(C)(=O)O (acetic acid). Product: C(=O)(O)C=1C=C(C=CC1O)N1C(=CC=2CCC3=C(C12)C=CC=C3)C3=CC=CC=C3 (1-(3-Carboxy-4-hydroxyphenyl)-4,5-dihydro-2-phenylbenz[g]indole). RXN SMILES: [CH2:1]([CH:10]1[CH2:19][CH2:18][C:17]2[C:12](=[CH:13][CH:14]=[CH:15][CH:16]=2)[C:11]1=O)[C:2]([C:4]1[CH:9]=[CH:8][CH:7]=[CH:6][CH:5]=1)=O.[NH2:21][C:22]1[CH:30]=[C:26]([C:27]([OH:29])=[O:28])[C:25]([OH:31])=[CH:24][CH:23]=1>C(O)(=O)C>[C:27]([C:26]1[CH:30]=[C:22]([N:21]2[C:11]3[C:12]4[CH:13]=[CH:14][CH:15]=[CH:16][C:17]=4[CH2:18][CH2:19][C:10]=3[CH:1]=[C:2]2[C:4]2[CH:9]=[CH:8][CH:7]=[CH:6][CH:5]=2)[CH:23]=[CH:24][C:25]=1[OH:31])([OH:29])=[O:28]. Procedure details: A mixture of 20.0 g. (0.076 mole) of 2-phenacyl-1-tetralone, 11.6 g. (0.076 mole) of 5-aminosalicylic acid, and 70 ml. of glacial acetic acid was heated under reflux for 4 hours, cooled diluted with 10 ml. of water and filtered. The filter cake was washed with water and dried to provide 15.5 g. of solid, m.p. 215°-218°. Recrystallization from benzene-cyclohexane gave 6.5 g. (22%) of yellow crystals, m.p. 245°-247°. The reactants are C(C)OC(=O)C=1N(C(=NC1C)Br)C (2-bromo-3,5-dimethyl-3H-imidazole-4-carboxylic acid ethyl ester), ClC1=CC=C(C=C1)C#C (1-chloro-4-ethynylbenzene). The product is C(C)OC(=O)C=1N(C(=NC1C)C#CC1=CC=C(C=C1)Cl)C (2-(4-Chloro-phenylethynyl)-3,5-dimethyl-3H-imidazole-4-carboxylic acid ethyl ester). RXN SMILES: [CH2:1]([O:3][C:4]([C:6]1[N:7]([CH3:13])[C:8](Br)=[N:9][C:10]=1[CH3:11])=[O:5])[CH3:2].[Cl:14][C:15]1[CH:20]=[CH:19][C:18]([C:21]#[CH:22])=[CH:17][CH:16]=1>>[CH2:1]([O:3][C:4]([C:6]1[N:7]([CH3:13])[C:8]([C:22]#[C:21][C:18]2[CH:19]=[CH:20][C:15]([Cl:14])=[CH:16][CH:17]=2)=[N:9][C:10]=1[CH3:11])=[O:5])[CH3:2]. Procedure: The title compound, MS: m/e=303.0 (M+H+) was prepared in accordance with the general method of example 1b from 2-bromo-3,5-dimethyl-3H-imidazole-4-carboxylic acid ethyl ester and 1-chloro-4-ethynylbenzene.